This data is from the Open Reaction Database (ORD), a public repository of structured organic reaction records. The task is: describe an organic reaction: reactants, conditions, products, and yield Starting materials: S1C=C(C=C1)C(=O)N1CC(CCC1)C(=O)OCC (ethyl 1-(3-thiophenecarbonyl)-3-piperidinecarboxylate), N1C[C@@H](C(=O)OCC)CCC1 ((S)-ethyl nipecotate), C1(=CC=CC=C1)C(C(=O)O)C (2-phenylpropionic acid), Cl.CN(CCCN=C=NCC)C (1-(3-dimethylaminopropyl)-3-ethylcarbodiimide hydrochloride). The product is C1(=CC=CC=C1)C(C(=O)N1CC(CCC1)C(=O)OCC)C (ethyl 1-(2-phenylpropionyl)-3-piperidinecarboxylate). As a reaction SMILES: S1[CH:5]=[CH:4][C:3]([C:6]([N:8]2[CH2:13][CH2:12][CH2:11][CH:10]([C:14]([O:16][CH2:17][CH3:18])=[O:15])[CH2:9]2)=[O:7])=[CH:2]1.[C:19]1(C(C)C(O)=O)[CH:24]=CC=[CH:21][CH:20]=1.Cl.CN(C)CCCN=C=NCC.N1CCC[C@H](C(OCC)=O)C1>>[C:4]1([CH:3]([CH3:2])[C:6]([N:8]2[CH2:13][CH2:12][CH2:11][CH:10]([C:14]([O:16][CH2:17][CH3:18])=[O:15])[CH2:9]2)=[O:7])[CH:21]=[CH:20][CH:19]=[CH:24][CH:5]=1 |f:2.3|. Reported procedure: This reaction was run in the same manner as ethyl 1-(3-thiophenecarbonyl)-3-piperidinecarboxylate, starting with commercially available 2-phenylpropionic acid (265 μl; 1.94 mmol), 1-(3-dimethylaminopropyl)-3-ethylcarbodiimide hydrochloride (371.3 mg; 1.94 mmol) and (S)-ethyl nipecotate (300 μl; 1.94 mmol). Crude product was purified by chromatography on silica eluting with 25% ethyl acetate/75% hexane, giving (S)±ethyl 1-(2-phenylpropionyl)-3-piperidinecarboxylate (268.9 mg) as a colorless oil. ... The reactants are O=C([O-])[O-], COC(=O)c1ccc(C#C[Si](C)(C)C)cc1NC(=O)c1ccccc1, CO, [K+], [K+], C1CCOC1. Product: C#Cc1ccc(C(=O)OC)c(NC(=O)c2ccccc2)c1. As a reaction SMILES: [C:1](=[O:2])([O-:3])[O-:4].[C:9]([c:10]1[cH:11][cH:12][cH:13][cH:14][cH:15]1)(=[O:16])[NH:17][c:18]1[c:19]([C:20](=[O:21])[O:22][CH3:23])[cH:24][cH:25][c:26]([C:28]#[C:29][Si:30]([CH3:31])([CH3:32])[CH3:33])[cH:27]1.[CH3:7][OH:8].[K+:5].[K+:6].[O:34]1[CH2:35][CH2:36][CH2:37][CH2:38]1>>[C:9]([c:10]1[cH:11][cH:12][cH:13][cH:14][cH:15]1)(=[O:16])[NH:17][c:18]1[c:19]([C:20](=[O:21])[O:22][CH3:23])[cH:24][cH:25][c:26]([C:28]#[CH:29])[cH:27]1. The product is CCc1nc2cc(C(N)=O)c(Cl)cc2n1-c1ccc(CCNC)cc1. RXN SMILES: [CH3:1][S:2]([O:3][CH2:6][CH2:7][c:8]1[cH:9][cH:10][c:11](-[n:14]2[c:15]([CH2:27][CH3:28])[n:16][c:17]3[c:18]2[cH:19][c:20]([Cl:26])[c:21]([C:23](=[O:24])[NH2:25])[cH:22]3)[cH:12][cH:13]1)(=[O:4])=[O:5].[CH3:29][NH2:30].[OH2:31]>>[CH2:6]([CH2:7][c:8]1[cH:9][cH:10][c:11](-[n:14]2[c:15]([CH2:27][CH3:28])[n:16][c:17]3[c:18]2[cH:19][c:20]([Cl:26])[c:21]([C:23](=[O:24])[NH2:25])[cH:22]3)[cH:12][cH:13]1)[NH:30][CH3:29]. Reactants: CCc1nc2cc(C(N)=O)c(Cl)cc2n1-c1ccc(CCOS(C)(=O)=O)cc1, CN, O.